From a dataset of the Open Reaction Database (ORD), a public repository of structured organic reaction records. describe an organic reaction: reactants, conditions, products, and yield The reactants are C(C)(C)(C)C(C(O[SiH3])(C1=CC=CC=C1)C1=CC=CC=C1)C1C(C(C1)=O)(Cl)Cl (3-(tert-butyl-diphenyl-siloxyethyl)-2,2-dichlorocyclobutanone), C(C)OCC (diethyl ether). Reagents/catalysts: [Zn] (Zinc). Solvent: C(C)(=O)O (acetic acid). Reaction conditions: temperature 60 celsius. The product is C(C)(C)(C)C(C(O[SiH3])(C1=CC=CC=C1)C1=CC=CC=C1)C1CC(C1)=O (3-(tert-Butyl-diphenyl-siloxyethyl)-cyclobutanone). The yield is 44.0%. RXN SMILES: [C:1]([CH:5]([CH:21]1[CH2:24][C:23](=[O:25])[C:22]1(Cl)Cl)[C:6]([C:15]1[CH:20]=[CH:19][CH:18]=[CH:17][CH:16]=1)([C:9]1[CH:14]=[CH:13][CH:12]=[CH:11][CH:10]=1)[O:7][SiH3:8])([CH3:4])([CH3:3])[CH3:2].C(OCC)C>C(O)(=O)C.[Zn]>[C:1]([CH:5]([CH:21]1[CH2:22][C:23](=[O:25])[CH2:24]1)[C:6]([C:15]1[CH:16]=[CH:17][CH:18]=[CH:19][CH:20]=1)([C:9]1[CH:10]=[CH:11][CH:12]=[CH:13][CH:14]=1)[O:7][SiH3:8])([CH3:4])([CH3:2])[CH3:3]. Procedure details: Zinc dust (15.7 g, 0.24 mol) was added to a solution of 3-(tert-butyl-diphenyl-siloxyethyl)-2,2-dichlorocyclobutanone (17 g, 0.04 mol) in glacial acetic acid (68 mL) at room temperature. The reactants were heated at 60° C. for 1 hr, after which time dry diethyl ether was added to the cooled products, which were then filtered. The residue was washed with diethyl ether and the combined filtrate and washings were concentrated under reduced pressure. The residue was dissolved in CH2Cl2, which was wa... Procedure: 8-methylbenzo[f][1,7]naphthyridine-2,5-diamine was prepared (as minor product) together with tert-butyl 5-amino-8-methylbenzo[f][1,7]naphthyridin-2-ylcarbamate (as major product) from tert-butyl 5-chloro-6-cyanopyridin-3-ylcarbamate (from the previous step) following the procedures described for Example 5/Step 2. 1H NMR (DMSO-d6): δ 10.11 (s, 1H), 9.02 (s, 1H), 8.82 (d, 1H), 8.06 (d, 1H), 7.34 (s, 1H), 7.15 (dd, 1H), 6.99 (s, 2H), 2.44 (s, 3H). LRMS [M+H]=225.1 The product is CC1=CC=2C(=C3C=C(C=NC3=C(N2)N)N)C=C1 (8-methylbenzo[f][1,7]naphthyridine-2,5-diamine). RXN SMILES: [NH2:1][C:2]1[C:11]2[N:10]=[CH:9][C:8]([NH:12]C(=O)OC(C)(C)C)=[CH:7][C:6]=2[C:5]2[CH:20]=[CH:21][C:22]([CH3:24])=[CH:23][C:4]=2[N:3]=1.ClC1C=C(NC(=O)OC(C)(C)C)C=NC=1C#N>>[CH3:24][C:22]1[CH:21]=[CH:20][C:5]2=[C:6]3[C:11](=[C:2]([NH2:1])[N:3]=[C:4]2[CH:23]=1)[N:10]=[CH:9][C:8]([NH2:12])=[CH:7]3. Reactants: NC1=NC2=C(C=3C=C(C=NC13)NC(OC(C)(C)C)=O)C=CC(=C2)C (tert-butyl 5-amino-8-methylbenzo[f][1,7]naphthyridin-2-ylcarbamate), ClC=1C=C(C=NC1C#N)NC(OC(C)(C)C)=O (tert-butyl 5-chloro-6-cyanopyridin-3-ylcarbamate). The reactants are COC1=C(C=O)C=CC=C1C1=C(C=CC=C1)C (2-methoxy-3-(2′-methyl phenyl) benzaldehyde), solid, NC1=C2C(=CC(=CC2=CC=C1N)C(=O)O)O (5,6-diamino-4-hydroxynaphthalene-2-carboxylic acid), Cl.Cl.NC=1C=C(C2=CC=CC(=C2C1N)O)S(=O)(=O)O (3,4-diamino-5-hydroxy-1-naphthalene sulfonic acid dihydrochloride). The product is C(C)C1=CC=C(C=C1)C1=CC(=CC=C1)C=1NC2=C(N1)C1=C(C=C(C=C1C=C2)C(=O)O)O (2-(4′-ethylbiphenyl-3-yl)-9-hydroxy-3H-naphtho[1,2-d]imidazole-7-carboxylic acid). Reaction SMILES: CO[C:3]1[C:10]([C:11]2[CH:16]=[CH:15][CH:14]=[CH:13][C:12]=2C)=[CH:9][CH:8]=[CH:7][C:4]=1[CH:5]=O.[NH2:18][C:19]1[C:28]([NH2:29])=[CH:27][CH:26]=[C:25]2[C:20]=1[C:21]([OH:33])=[CH:22][C:23]([C:30]([OH:32])=[O:31])=[CH:24]2.Cl.Cl.N[C:37]1C=C(S(O)(=O)=O)C2C([C:46]=1N)=C(O)C=CC=2>>[CH2:37]([C:14]1[CH:13]=[CH:12][C:11]([C:10]2[CH:9]=[CH:8][CH:7]=[C:4]([C:5]3[NH:29][C:28]4[CH:27]=[CH:26][C:25]5[C:20](=[C:21]([OH:33])[CH:22]=[C:23]([C:30]([OH:32])=[O:31])[CH:24]=5)[C:19]=4[N:18]=3)[CH:3]=2)=[CH:16][CH:15]=1)[CH3:46] |f:2.3.4|. Procedure: Follow the procedure of example 1c) except substituting 4′-ethylbiphenyl-3-carbaldehyde for 2-methoxy-3-(2′-methyl phenyl) benzaldehyde and 5,6-diamino-4-hydroxynaphthalene-2-carboxylic acid for 3,4-diamino-5-hydroxy-1-naphthalene sulfonic acid dihydrochloride, the title compound was prepared as a solid (0.046 g, 99%). MS(ES) m/z 409 [M+H]. Reactants: O=C(Nc1nc2ccc(Br)cn2n1)c1ccccc1, OB(O)c1ccc(O)cc1. Yields the product O=C(Nc1nc2ccc(-c3ccc(O)cc3)cn2n1)c1ccccc1. RXN SMILES: [Br:1][c:2]1[cH:3][cH:4][c:5]2[n:6]([cH:7]1)[n:8][c:9]([NH:11][C:12]([c:13]1[cH:14][cH:15][cH:16][cH:17][cH:18]1)=[O:19])[n:10]2.[OH:20][c:21]1[cH:22][cH:23][c:24]([B:27]([OH:28])[OH:29])[cH:25][cH:26]1>>[c:2]1(-[c:24]2[cH:23][cH:22][c:21]([OH:20])[cH:26][cH:25]2)[cH:3][cH:4][c:5]2[n:6]([cH:7]1)[n:8][c:9]([NH:11][C:12]([c:13]1[cH:14][cH:15][cH:16][cH:17][cH:18]1)=[O:19])[n:10]2. The reactants are CO, Cc1ccc2cc(F)ccc2n1, O=S(=O)(O)O. Product: Cc1cc(CO)c2cc(F)ccc2n1. As a reaction SMILES: [CH3:18][OH:19].[F:1][c:2]1[cH:3][c:4]2[cH:5][cH:6][c:7]([CH3:12])[n:8][c:9]2[cH:10][cH:11]1.[S:13](=[O:14])(=[O:15])([OH:16])[OH:17]>>[F:1][c:2]1[cH:3][c:4]2[c:5]([CH2:18][OH:19])[cH:6][c:7]([CH3:12])[n:8][c:9]2[cH:10][cH:11]1. The reactants are NC1=C(C=CC=C1)S (2-Aminothiophenol), COC1=C(C=O)C=C(C=C1)OC (2,5-dimethoxybenzaldehyde). The product is COC1=C(C=C(C=C1)OC)C=1SC2=C(N1)C=CC=C2 (2-(2,5-Dimethoxyphenyl)benzothiazoline). RXN SMILES: [NH2:1][C:2]1[CH:7]=[CH:6][CH:5]=[CH:4][C:3]=1[SH:8].[CH3:9][O:10][C:11]1[CH:18]=[CH:17][C:16]([O:19][CH3:20])=[CH:15][C:12]=1[CH:13]=O>>[CH3:9][O:10][C:11]1[CH:18]=[CH:17][C:16]([O:19][CH3:20])=[CH:15][C:12]=1[C:13]1[S:8][C:3]2[CH:4]=[CH:5][CH:6]=[CH:7][C:2]=2[N:1]=1. Procedure details: 2-Aminothiophenol (6.3 g., 0.05 mole) and 8.3 g (0.05 mole) of 2,5-dimethoxybenzaldehyde were combined and mixed thoroughly. After a few minutes the mixture evolved heat, became cloudy, and slowly crystallized. The mixture was then warmed for a few minutes to complete the reaction. The product was then recrystallized from ethanol yielding 8.0 g (59%), mp. 96°-99°. The reactants are Cc1ccccc1, Clc1cc2nc(Cl)c(-c3ccccn3)nc2cc1Cl, NCCCN(CCO)CCO. Yields the product OCCN(CCO)CCCNc1nc2cc(Cl)c(Cl)cc2nc1-c1ccccn1. RXN SMILES: [CH3:31][c:32]1[cH:33][cH:34][cH:35][cH:36][cH:37]1.[Cl:1][c:2]1[n:3][c:4]2[cH:5][c:6]([Cl:19])[c:7]([Cl:18])[cH:8][c:9]2[n:10][c:11]1-[c:12]1[n:13][cH:14][cH:15][cH:16][cH:17]1.[OH:20][CH2:21][CH2:22][N:23]([CH2:24][CH2:25][CH2:26][NH2:27])[CH2:28][CH2:29][OH:30]>>[c:2]1([NH:27][CH2:26][CH2:25][CH2:24][N:23]([CH2:22][CH2:21][OH:20])[CH2:28][CH2:29][OH:30])[n:3][c:4]2[cH:5][c:6]([Cl:19])[c:7]([Cl:18])[cH:8][c:9]2[n:10][c:11]1-[c:12]1[n:13][cH:14][cH:15][cH:16][cH:17]1. Reactants: CO, ON=C1C2CCN(CC2)C1CN1CCCC1. Yields the product NC1C2CCN(CC2)C1CN1CCCC1. As a reaction SMILES: [CH3:17][OH:18].[N:1]1([CH2:6][CH:7]2[N:8]3[CH2:9][CH2:10][CH:11]([C:12]2=[N:13][OH:14])[CH2:15][CH2:16]3)[CH2:2][CH2:3][CH2:4][CH2:5]1>>[N:1]1([CH2:6][CH:7]2[N:8]3[CH2:9][CH2:10][CH:11]([CH:12]2[NH2:13])[CH2:15][CH2:16]3)[CH2:2][CH2:3][CH2:4][CH2:5]1. The reactants are C(C)(=O)C=1C=CC(=C(C1)NS(=O)(=O)C)OCC1=CC=CC=C1 (N-(5-Acetyl-2-benzyloxy-phenyl)-methanesulfonamide), C(=O)[O-].[NH4+] (ammonium formate). Solvent: CO (methanol). Yields the product C(C)(=O)C=1C=CC(=C(C1)NS(=O)(=O)C)O (N-(5-Acetyl-2-hydroxy-phenyl)-methanesulfonamide). RXN SMILES: [C:1]([C:4]1[CH:5]=[CH:6][C:7]([O:15]CC2C=CC=CC=2)=[C:8]([NH:10][S:11]([CH3:14])(=[O:13])=[O:12])[CH:9]=1)(=[O:3])[CH3:2].C([O-])=O.[NH4+]>CO>[C:1]([C:4]1[CH:5]=[CH:6][C:7]([OH:15])=[C:8]([NH:10][S:11]([CH3:14])(=[O:12])=[O:13])[CH:9]=1)(=[O:3])[CH3:2] |f:1.2|. Procedure: In an atmosphere of nitrogen 10% Pd—C (1.17 g) was added to a mixture of compound of example 39c (11.7 g; 36.67 mmol) and ammonium formate (11.56 g; 116.23 mmol) in methanol (110 mL) It was refluxed for 3 h. The catalyst was filtered and the filtrate concentrated and purified using flash chromatography (silica gel, 10% CH3CN in chloroform). Yield, 8.3 g (84.2%); mp, 202° C.: MS (ESI−): 228 (M−1); analysis: C9H11NO4S requires C, 47.15; H, 4.84; N, 6.11; S, 13.98; found: C, 47.39; H, 4.72; N, 6.53... The product is O1C(=CC=C1)C(C(=O)OCC)O (ethyl 2-(furan-2-yl)-2-hydroxyacetate). Procedure: Ethyl 2-(furan-2-yl)-2-oxoacetate (15.5 g, 92.1 mmol) in ethanol (500 mL) and water (25 mL) at 0° C. was treated with sodium borohydride (1.74 g, 46.05 mmol). The mixture was stirred for 15 minutes, at which point acetic acid (10 mL) was slowly added. After the cessation of gas evolution, water (100 mL) was carefully added, and the reaction mixture was concentrated. The residue was dissolved in methylene chloride and washed with brine. The crude product was dried and concentrated to give ethyl 2... Yield: 70.5%. The solvent is C(C)O (ethanol), O (water), O (water). As a reaction SMILES: [O:1]1[CH:5]=[CH:4][CH:3]=[C:2]1[C:6](=[O:12])[C:7]([O:9][CH2:10][CH3:11])=[O:8].[BH4-].[Na+].C(O)(=O)C>C(O)C.O>[O:1]1[CH:5]=[CH:4][CH:3]=[C:2]1[CH:6]([OH:12])[C:7]([O:9][CH2:10][CH3:11])=[O:8] |f:1.2|. Starting materials: O1C(=CC=C1)C(C(=O)OCC)=O (Ethyl 2-(furan-2-yl)-2-oxoacetate), [BH4-].[Na+] (sodium borohydride), C(C)(=O)O (acetic acid).